Dataset: the Open Reaction Database (ORD), a public repository of structured organic reaction records. Task: describe an organic reaction: reactants, conditions, products, and yield The reactants are FC1=CC=C(C=C1)/C=C/C1=CC=C(C=C1)S(=O)(=O)C1=C(C=CC=C1)C(CO)=O (1-[2-({4-[(E)-2-(4-fluorophenyl)vinyl]phenyl}sulfonyl)phenyl]-2-hydroxyethanone), [BH4-].[Na+] (sodium borohydride). The solvent is CO (methanol), ClCCl (dichloromethane). Conditions: time 30 minute. Yields the product FC1=CC=C(C=C1)/C=C/C1=CC=C(C=C1)S(=O)(=O)C1=C(C=CC=C1)C(CO)O (1-[2-({4-[(E)-2-(4-fluorophenyl)vinyl]phenyl}sulfonyl)phenyl]ethane-1,2-diol). As a reaction SMILES: [F:1][C:2]1[CH:7]=[CH:6][C:5](/[CH:8]=[CH:9]/[C:10]2[CH:15]=[CH:14][C:13]([S:16]([C:19]3[CH:24]=[CH:23][CH:22]=[CH:21][C:20]=3[C:25](=[O:28])[CH2:26][OH:27])(=[O:18])=[O:17])=[CH:12][CH:11]=2)=[CH:4][CH:3]=1.[BH4-].[Na+]>CO.ClCCl>[F:1][C:2]1[CH:3]=[CH:4][C:5](/[CH:8]=[CH:9]/[C:10]2[CH:11]=[CH:12][C:13]([S:16]([C:19]3[CH:24]=[CH:23][CH:22]=[CH:21][C:20]=3[CH:25]([OH:28])[CH2:26][OH:27])(=[O:18])=[O:17])=[CH:14][CH:15]=2)=[CH:6][CH:7]=1 |f:1.2|. Procedure details: A mixture of 1-[2-({4-[(E)-2-(4-fluorophenyl)vinyl]phenyl}sulfonyl)phenyl]-2-hydroxyethanone (Example 167, 20 mg, 0.05 mmol) and sodium borohydride (10 mg, 0.26 mmol) in methanol (2 mL) and dichloromethane (0.5 mL) was stirred at room temperature for 30 minutes. The reaction was quenched with water and concentrated in vacuo. The residue was partitioned between ethyl acetate and water. The organic layer was washed with brine, dried over MgSO4 and concentrated in vacuo. δH (500 MHz, d6 DMSO): 8.04... Reactants: NC1CC2=CC=CC=C2C1 (2-aminoindane), [S-]C#N.[NH4+] (ammonium thiocyanate), C(C1=CC=CC=C1)(=O)Cl (benzoyl chloride), O (water). Run in CC(=O)C (acetone), CC(=O)C (acetone), CC(=O)C (acetone). Conditions: time 10 minute. Yields the product C(C1=CC=CC=C1)(=O)NC(=S)NC1CC2=CC=CC=C2C1 (1 -Benzoyl-3-(2-indanyl)thiourea). Isolated yield 72.6%. As a reaction SMILES: [S-:1][C:2]#[N:3].[NH4+].[C:5](Cl)(=[O:12])[C:6]1[CH:11]=[CH:10][CH:9]=[CH:8][CH:7]=1.[NH2:14][CH:15]1[CH2:23][C:22]2[C:17](=[CH:18][CH:19]=[CH:20][CH:21]=2)[CH2:16]1.O>CC(C)=O>[C:5]([NH:3][C:2]([NH:14][CH:15]1[CH2:23][C:22]2[C:17](=[CH:18][CH:19]=[CH:20][CH:21]=2)[CH2:16]1)=[S:1])(=[O:12])[C:6]1[CH:11]=[CH:10][CH:9]=[CH:8][CH:7]=1 |f:0.1|. Reported procedure: To a stirred solution of ammonium thiocyanate (0.837 g.) in acetone (5 ml.) was added benzoyl chloride (1.406 g.) in acetone (10 ml.). The mixture was refluxed for 5 minutes then 2-aminoindane (1.332 g.) in acetone (10 ml.) was added quickly. Refluxing was continued for 10 minutes and the mixture poured into water (75 ml.) to give an oil which solidified on standing. Recrystallisation from ethanol/water afforded the title compound as pale yellow needles (2.151 g.), m.p. 130°-5° C. The reactants are C(C(C)(C)C)(=O)OCCl (chloromethyl pivalate), FC1=C(C=CC(=C1)F)[C@]([C@@H](C)N1C(N(CC1)C1=CC=C(C=C1)N1N=NN=C1)=O)(CN1N=CN=C1)O (1-[(1R,2R)-2-(2,4-difluorophenyl)-2-hydroxy-1-methyl-3-(1H-1,2,4-triazol-1-yl)propyl]-3-[4-(1H-tetrazol-1-yl)phenyl]-2-imidazolidinone), C(C(C)(C)C)(=O)OCCl (chloromethyl pivalate). Run in CC(=O)C (acetone). Run at time 88 hour. Yields the product [Cl-].FC1=C(C=CC(=C1)F)[C@@](C[N+]=1N=CN(C1)COC(C(C)(C)C)=O)([C@@H](C)N1C(N(CC1)C1=CC=C(C=C1)N1N=NN=C1)=O)O (1-[(2R,3R)-2-(2,4-difluorophenyl)-2-hydroxy-3-[2-oxo-3-[4-(1H-tetrazol-1-yl)phenyl]-1-imidazolidinyl]butyl]-4-[(2,2-dimethylpropanoyloxy)methyl]-1,2,4-triazolium chloride). Reaction SMILES: [F:1][C:2]1[CH:7]=[C:6]([F:8])[CH:5]=[CH:4][C:3]=1[C@@:9]([OH:35])([CH2:29][N:30]1[CH:34]=[N:33][CH:32]=[N:31]1)[C@H:10]([N:12]1[CH2:16][CH2:15][N:14]([C:17]2[CH:22]=[CH:21][C:20]([N:23]3[CH:27]=[N:26][N:25]=[N:24]3)=[CH:19][CH:18]=2)[C:13]1=[O:28])[CH3:11].[C:36]([O:42][CH2:43][Cl:44])(=[O:41])[C:37]([CH3:40])([CH3:39])[CH3:38]>CC(C)=O>[Cl-:44].[F:1][C:2]1[CH:7]=[C:6]([F:8])[CH:5]=[CH:4][C:3]=1[C@:9]([OH:35])([C@H:10]([N:12]1[CH2:16][CH2:15][N:14]([C:17]2[CH:22]=[CH:21][C:20]([N:23]3[CH:27]=[N:26][N:25]=[N:24]3)=[CH:19][CH:18]=2)[C:13]1=[O:28])[CH3:11])[CH2:29][N+:30]1[N:31]=[CH:32][N:33]([CH2:43][O:42][C:36](=[O:41])[C:37]([CH3:40])([CH3:39])[CH3:38])[CH:34]=1 |f:3.4|. Reported procedure: To a mixture of 1-[(1R,2R)-2-(2,4-difluorophenyl)-2-hydroxy-1-methyl-3-(1H-1,2,4-triazol-1-yl)propyl]-3-[4-(1H-tetrazol-1-yl)phenyl]-2-imidazolidinone (0.48 g) and acetone (10 ml) was added chloromethyl pivalate (2.9 ml), and the mixture was stirred under reflux. After 88 hours, chloromethyl pivalate (1.45 ml) was added to the mixture. The mixture was further stirred for 14 hours under reflux. The reaction mixture was concentrated under reduced pressure. To the residue was added diethyl ether (8... Starting materials: CCN(C(C)C)C(C)C (DIPEA), ClC(=O)OC (methyl chloroformate), C(C)(C)(C)NC(=O)C1=C(C2=C(N=C(N=C2C2=CC(=CC=C2)O)SC)S1)N (tert-Butyl 5-amino-2-methylthio-4-(3-hydroxyphenyl)-thieno[2,3-d]pyrimidine-6-carboxamide). Run in C(Cl)Cl (CH2Cl2). Run at time 8 hour. The product is C(C)(C)(C)NC(=O)C1=C(C2=C(N=C(N=C2C2=CC(=CC=C2)OC(=O)OC)SC)S1)N (tert-Butyl 5-amino-2-methylthio-4-(3-(methoxycarbonyloxy)-phenyl)-thieno[2,3-d]pyrimidine-6-carboxamide). RXN SMILES: [C:1]([NH:5][C:6]([C:8]1[S:25][C:11]2[N:12]=[C:13]([S:23][CH3:24])[N:14]=[C:15]([C:16]3[CH:21]=[CH:20][CH:19]=[C:18]([OH:22])[CH:17]=3)[C:10]=2[C:9]=1[NH2:26])=[O:7])([CH3:4])([CH3:3])[CH3:2].CCN(C(C)C)C(C)C.Cl[C:37]([O:39][CH3:40])=[O:38]>C(Cl)Cl>[C:1]([NH:5][C:6]([C:8]1[S:25][C:11]2[N:12]=[C:13]([S:23][CH3:24])[N:14]=[C:15]([C:16]3[CH:21]=[CH:20][CH:19]=[C:18]([O:22][C:37]([O:39][CH3:40])=[O:38])[CH:17]=3)[C:10]=2[C:9]=1[NH2:26])=[O:7])([CH3:4])([CH3:2])[CH3:3]. Procedure: tert-Butyl 5-amino-2-methylthio-4-(3-hydroxyphenyl)-thieno[2,3-d]pyrimidine-6-carboxamide (example 1f, 100 mg) was dissolved in dry CH2Cl2 (5 ml). DIPEA (500 μl ) and methyl chloroformate (199 μl ) were added and the reaction mixture was stirred at room temperature overnight. The reaction mixture was washed with H2O. The organic layer was dried (MgSO4) and concentrated under reduced pressure. The title compound was purified by HPLC using a Luna C-18 column with the following gradient: CH3CN/H2O=... Reaction SMILES: [C:1]([NH:4][N:5]1[CH:9]=[N:8][N:7]=[C:6]1[N:10]([C:21](=[O:23])[CH3:22])[N:11]=[CH:12][C:13]1[C:18]([Cl:19])=[CH:17][CH:16]=[CH:15][C:14]=1[Cl:20])(=[O:3])[CH3:2].[C:24](=O)([O-])[O-].[Na+].[Na+].S(OC)(OC)(=O)=O>O>[CH3:24][N:4]([N:5]1[CH:9]=[N:8][N:7]=[C:6]1[N:10]([C:21](=[O:23])[CH3:22])[N:11]=[CH:12][C:13]1[C:14]([Cl:20])=[CH:15][CH:16]=[CH:17][C:18]=1[Cl:19])[C:1](=[O:3])[CH3:2] |f:1.2.3|. Procedure: To a solution of 31.5 g of 4-acetamido-3[1-acetyl-2-(2,6-dichlorobenzylidene)hydrazino] -1,2,4-triazole and 53.0 g of sodium carbonate in 400 ml of water is added dropwise, while stirring and cooling in an ice bath, 40 ml of dimethyl sulphate (2 h). After the addition the mixture was stirred for 2,5 h while cooling in ice and left overnight at room temperature. The obtained precipitate is collected and recrystallized twice from dioxane-isopropyl ether. Yield: 7.3 g, m.p. 167°-169° . Reaction conditions: time 8 hour. Yields the product CN(C(C)=O)N1C(=NN=C1)N(N=CC1=C(C=CC=C1Cl)Cl)C(C)=O (4-(N-Methylacetamido)-3-[-1-acetyl-2-(2,6-dichlorobenzylidene)hydrazino]-1,2,4-triazole). Run in O (water). Starting materials: C(C)(=O)NN1C(=NN=C1)N(N=CC1=C(C=CC=C1Cl)Cl)C(C)=O (4-acetamido-3[1-acetyl-2-(2,6-dichlorobenzylidene)hydrazino] -1,2,4-triazole), C([O-])([O-])=O.[Na+].[Na+] (sodium carbonate), S(=O)(=O)(OC)OC (dimethyl sulphate). Reactants: [Cl-].[Na+] (sodium chloride), OO (Hydrogen peroxide), CN(S(=O)(=O)C1=CC(=C(C#N)C=C1)C(F)(F)F)C (4-(N,N-dimethylaminosulphonyl)-2-trifluoromethylbenzonitrile), [OH-].[Na+] (sodium hydroxide). The solvent is O (water), C(C)O (ethanol). The product is CN(S(=O)(=O)C1=CC(=C(C(=O)N)C=C1)C(F)(F)F)C (4-(N,N-dimethylaminosulphonyl)-2-trifluoromethylbenzamide). RXN SMILES: [OH:1]O.[CH3:3][N:4]([CH3:20])[S:5]([C:8]1[CH:15]=[CH:14][C:11]([C:12]#[N:13])=[C:10]([C:16]([F:19])([F:18])[F:17])[CH:9]=1)(=[O:7])=[O:6].[OH-].[Na+].[Cl-].[Na+]>C(O)C.O>[CH3:3][N:4]([CH3:20])[S:5]([C:8]1[CH:15]=[CH:14][C:11]([C:12]([NH2:13])=[O:1])=[C:10]([C:16]([F:17])([F:19])[F:18])[CH:9]=1)(=[O:6])=[O:7] |f:2.3,4.5|. Procedure: Hydrogen peroxide (30%, 100 ml) was added to a stirred mixture of 4-(N,N-dimethylaminosulphonyl)-2-trifluoromethylbenzonitrile (20.37 g) and sodium hydroxide (1.0 g) in ethanol under an inept atmosphere maintaining the temperature at 40°-45° C. The mixture was stirred and heated at that temperature for 3.5 hours. It was cooled, poured into water, sodium chloride was added and it was extracted with ethyl acetate, washed with water, dried (MgSO4) and filtered. The filtrate was evaporated to drynes... RXN SMILES: [Al+3:22].[CH3:17][C:18]([Cl:19])=[O:20].[CH3:1][C:2]1([CH3:16])[CH2:3][CH:4]([CH3:15])[C:5]([CH3:13])([CH3:14])[c:6]2[cH:7][c:8]([CH3:12])[cH:9][cH:10][c:11]21.[Cl-:21].[Cl-:23].[Cl-:24].[Cl:26][CH2:27][CH2:28][Cl:29].[ClH:25]>>[CH3:1][C:2]1([CH3:16])[CH2:3][CH:4]([CH3:15])[C:5]([CH3:13])([CH3:14])[c:6]2[cH:7][c:8]([CH3:12])[c:9]([C:18]([CH3:17])=[O:20])[cH:10][c:11]21. The reactants are [Al+3], CC(=O)Cl, Cc1ccc2c(c1)C(C)(C)C(C)CC2(C)C, [Cl-], [Cl-], [Cl-], ClCCCl, Cl. Product: CC(=O)c1cc2c(cc1C)C(C)(C)C(C)CC2(C)C.